From a dataset of the Open Reaction Database (ORD), a public repository of structured organic reaction records. describe an organic reaction: reactants, conditions, products, and yield Reactants: CCO, CC(C)(C)OC(=O)NC(C(=O)N1CC(F)CC1C#N)C(c1ccc(F)cc1)c1ccc(F)cc1, Cc1ccc(S(=O)(=O)O)cc1. The product is N#CC1CC(F)CN1C(=O)C(N)C(c1ccc(F)cc1)c1ccc(F)cc1, Cc1ccc(S(=O)(=O)O)cc1. RXN SMILES: [CH3:46][CH2:47][OH:48].[F:1][c:2]1[cH:3][cH:4][c:5]([CH:8]([CH:9]([C:10](=[O:11])[N:12]2[CH:13]([C:18]#[N:19])[CH2:14][CH:15]([F:17])[CH2:16]2)[NH:20][C:21](=[O:22])[O:23][C:24]([CH3:25])([CH3:26])[CH3:27])[c:28]2[cH:29][cH:30][c:31]([F:34])[cH:32][cH:33]2)[cH:6][cH:7]1.[c:35]1([CH3:45])[cH:36][cH:37][c:38]([S:41](=[O:42])(=[O:43])[OH:44])[cH:39][cH:40]1>>[F:1][c:2]1[cH:3][cH:4][c:5]([CH:8]([CH:9]([C:10](=[O:11])[N:12]2[CH:13]([C:18]#[N:19])[CH2:14][CH:15]([F:17])[CH2:16]2)[NH2:20])[c:28]2[cH:29][cH:30][c:31]([F:34])[cH:32][cH:33]2)[cH:6][cH:7]1.[c:35]1([CH3:45])[cH:36][cH:37][c:38]([S:41](=[O:42])(=[O:43])[OH:44])[cH:39][cH:40]1. Procedure: 303 mg (0.722mmol) of the above 2-(4-amino-3-fluorophenyl)-5-(3-ethoxycarbonylpropylamino)-6,8-difluoro-4H-1-benzopyran-4-one was dissolved in 20 mL of ethanol, 1.5 mL of a 2N aqueous solution of sodium hydroxide was added and the mixture was stirred at 50° C. for 5 hours. The reaction solution was cooled on ice and adjusted to pH 7 by addition of hydrochloric acid thereto, and the mixture was extracted with ethyl acetate. The organic layer was washed with an aqueous saturated solution of sodium... The product is NC1=C(C=C(C=C1)C=1OC2=C(C(C1)=O)C(=C(C=C2F)F)NCCCC(=O)O)F (2-(4-Amino-3-fluorophenyl)-5-(3-carboxypropylamino)-6,8-difluoro-4H-1-benzopyran-4-one). Reaction SMILES: [NH2:1][C:2]1[CH:7]=[CH:6][C:5]([C:8]2[O:9][C:10]3[C:18]([F:19])=[CH:17][C:16]([F:20])=[C:15]([NH:21][CH2:22][CH2:23][CH2:24][C:25]([O:27]CC)=[O:26])[C:11]=3[C:12](=[O:14])[CH:13]=2)=[CH:4][C:3]=1[F:30].[OH-].[Na+].Cl>C(O)C>[NH2:1][C:2]1[CH:7]=[CH:6][C:5]([C:8]2[O:9][C:10]3[C:18]([F:19])=[CH:17][C:16]([F:20])=[C:15]([NH:21][CH2:22][CH2:23][CH2:24][C:25]([OH:27])=[O:26])[C:11]=3[C:12](=[O:14])[CH:13]=2)=[CH:4][C:3]=1[F:30] |f:1.2|. Yield: 40.6%. Conditions: temperature 50 celsius, time 5 hour. Starting materials: Cl (hydrochloric acid), aqueous solution, [OH-].[Na+] (sodium hydroxide), NC1=C(C=C(C=C1)C=1OC2=C(C(C1)=O)C(=C(C=C2F)F)NCCCC(=O)OCC)F (2-(4-amino-3-fluorophenyl)-5-(3-ethoxycarbonylpropylamino)-6,8-difluoro-4H-1-benzopyran-4-one). Run in C(C)O (ethanol). Starting materials: CC(C)[Si](C(C)C)(C(C)C)n1ccc2cc(Br)ccc21, [Li]C(C)(C)C, CCCC[N+](CCCC)(CCCC)CCCC, C1CCOC1, CCO, O=Cc1ccccc1, [Cl-], [F-], [Na+], O, OC(c1ccccc1)c1ccc2[nH]ccc2c1. Yields the product c1ccc(Cc2ccc3[nH]ccc3c2)cc1. As a reaction SMILES: [Br:1][c:2]1[cH:3][c:4]2[c:5]([cH:6][cH:7]1)[n:8]([Si:9]([CH:10]([CH3:11])[CH3:12])([CH:13]([CH3:14])[CH3:15])[CH:16]([CH3:17])[CH3:18])[cH:19][cH:20]2.[C:21]([Li:22])([CH3:23])([CH3:24])[CH3:25].[CH2:37]([N+:38]([CH2:39][CH2:40][CH2:41][CH3:42])([CH2:43][CH2:44][CH2:45][CH3:46])[CH2:47][CH2:48][CH2:49][CH3:50])[CH2:51][CH2:52][CH3:53].[CH2:71]1[O:72][CH2:73][CH2:74][CH2:75]1.[CH3:76][CH2:77][OH:78].[CH:26]([c:27]1[cH:28][cH:29][cH:30][cH:31][cH:32]1)=[O:33].[Cl-:34].[F-:36].[Na+:35].[OH2:79].[c:54]1([CH:60]([OH:61])[c:62]2[cH:63][c:64]3[cH:65][cH:66][nH:67][c:68]3[cH:69][cH:70]2)[cH:55][cH:56][cH:57][cH:58][cH:59]1>>[c:54]1([CH2:60][c:62]2[cH:63][c:64]3[cH:65][cH:66][nH:67][c:68]3[cH:69][cH:70]2)[cH:55][cH:56][cH:57][cH:58][cH:59]1.